From a dataset of the Open Reaction Database (ORD), a public repository of structured organic reaction records. describe an organic reaction: reactants, conditions, products, and yield Starting materials: C1(=CC=CC=C1)C1(CCCC1)C(=O)O (1-phenylcyclopentanecarboxylic acid), CC(C(C(=O)N[C@H]1CC[C@H]2CN(C[C@H]21)CC2=CC(=CC=C2)C(F)(F)F)C2=CC=CC=C2)C (3-methyl-2-phenyl-N-{(3aS*,4S*,6aR*)-2-[3-(trifluoromethyl)benzyl]octahydrocyclopenta[c]pyrrol-4-yl}butanamide), C(C1=CC=CC=C1)N1C[C@H]2[C@@H](C1)C(CC2)N ((3aS*,6aR*)-2-benzyloctahydrocyclopenta[c]pyrrol-4-amine). The product is CC(C(C(=O)N[C@H]1CC[C@H]2CN(C[C@H]21)CC2=CC(=CC=C2)C(F)(F)F)C2=CC=CC=C2)(C)C (3,3-dimethyl-2-phenyl-N-{(3aS*,4S*,6aR*)-2-[3-(trifluoromethyl)benzyl]octahydrocyclopenta[c]pyrrol-4-yl}butanamide). As a reaction SMILES: [C:1]1(C2(C(O)=O)CCCC2)C=CC=CC=1.[CH3:15][CH:16]([CH3:46])[CH:17]([C:40]1[CH:45]=[CH:44][CH:43]=[CH:42][CH:41]=1)[C:18]([NH:20][C@@H:21]1[C@H:28]2[C@H:24]([CH2:25][N:26]([CH2:29][C:30]3[CH:35]=[CH:34][CH:33]=[C:32]([C:36]([F:39])([F:38])[F:37])[CH:31]=3)[CH2:27]2)[CH2:23][CH2:22]1)=[O:19].C(N1C[C@H]2C(N)CC[C@H]2C1)C1C=CC=CC=1>>[CH3:15][C:16]([CH3:1])([CH3:46])[CH:17]([C:40]1[CH:45]=[CH:44][CH:43]=[CH:42][CH:41]=1)[C:18]([NH:20][C@@H:21]1[C@H:28]2[C@H:24]([CH2:25][N:26]([CH2:29][C:30]3[CH:35]=[CH:34][CH:33]=[C:32]([C:36]([F:37])([F:38])[F:39])[CH:31]=3)[CH2:27]2)[CH2:23][CH2:22]1)=[O:19]. Procedure details: The title compound was prepared by substituting 3,3-dimethyl-2-phenylbutanoic acid for 1-phenylcyclopentanecarboxylic acid and (3aS*,4S*,6aR*)-2-(3-(trifluoromethyl)benzyl)octahydrocyclopenta[c]pyrrol-4-amine from Example 122 Step E for (3aS*,6aR*)-2-benzyloctahydrocyclopenta[c]pyrrol-4-amine in the procedure described for Example 1: 1H NMR (500 MHz, pyridine-d5) δ ppm 8.32 (d, J=6.7, 0.5H), 8.13 (d, J=7.1, 0.5H), 7.74-7.70 (m, 1H), 7.69-7.66 (m, 1H), 7.61 (t, J=8.6, 3H), 7.48-7.43 (m, 1H), 7.37... The reactants are cupric chloride, COC1=CC=C(CO)C=C1 (4-methoxybenzyl alcohol), C(C)(C)N=C=NC(C)C (1,3-diisopropylcarbodiimide). Conditions: temperature 60 celsius. Product: COC1=CC=C(COC(NC(C)C)=NC(C)C)C=C1 (O-p-methoxybenzyl-N,N'-diisopropylisourea). As a reaction SMILES: [CH3:1][O:2][C:3]1[CH:10]=[CH:9][C:6]([CH2:7][OH:8])=[CH:5][CH:4]=1.[CH:11]([N:14]=[C:15]=[N:16][CH:17]([CH3:19])[CH3:18])([CH3:13])[CH3:12]>>[CH3:1][O:2][C:3]1[CH:10]=[CH:9][C:6]([CH2:7][O:8][C:15](=[N:14][CH:11]([CH3:13])[CH3:12])[NH:16][CH:17]([CH3:19])[CH3:18])=[CH:5][CH:4]=1. Procedure details: Anhydrous cupric chloride (8 mg) is added to a mixture of 4-methoxybenzyl alcohol (2.76 g) and 1,3-diisopropylcarbodiimide (3.13 mL) under a nitrogen atmosphere. The reaction is quite exothermic and it is cooled with an ice bath for 1 h. The mixture is then heated for 3.5 h at 60° C. The product was purified by distillation to give O-p-methoxybenzyl-N,N'-diisopropylisourea (4 g).